From a dataset of the Open Reaction Database (ORD), a public repository of structured organic reaction records. describe an organic reaction: reactants, conditions, products, and yield The reactants are C(#N)C=1C=C(C(=O)OC)C=CC1OC (methyl 3-cyano-4-methoxybenzoate), methyl 4-methoxy-3-trifluoromethyl benzoate, OC1=C(C=C(C(=O)O)C=C1)C(F)(F)F (4-hydroxy-3-trifluoromethylbenzoic acid). The product is C(C)(=O)OC1=C(C=C(C(=O)O)C=C1)C(F)(F)F (4-acetoxy-3-trifluoromethylbenzoic acid). As a reaction SMILES: C(C1C=[C:5](C=CC=1OC)[C:6](OC)=[O:7])#N.[OH:15][C:16]1[CH:24]=[CH:23][C:19]([C:20]([OH:22])=[O:21])=[CH:18][C:17]=1[C:25]([F:28])([F:27])[F:26]>>[C:6]([O:15][C:16]1[CH:24]=[CH:23][C:19]([C:20]([OH:22])=[O:21])=[CH:18][C:17]=1[C:25]([F:26])([F:27])[F:28])(=[O:7])[CH3:5]. Reported procedure: A reaction and treatment was carried out in the same manner as in Reference Example 62 except that the methyl 3-cyano-4-methoxybenzoate used in Reference Example 62 was replaced with methyl 4-methoxy-3-trifluoromethyl benzoate, thereby giving 4-hydroxy-3-trifluoromethylbenzoic acid. Using this compound, a reaction and treatment was carried out in the same manner as in Reference Example 80, thereby giving the desired compound. Starting materials: [Li]C, C1CCOC1, CC(C)(C)OC(=O)NC1CCC(=O)CC1, O. Yields the product CC1(O)CCC(NC(=O)OC(C)(C)C)CC1. Reaction SMILES: [CH3:21][Li:22].[O:1]1[CH2:2][CH2:5][CH2:4][CH2:3]1.[O:6]=[C:7]1[CH2:8][CH2:9][CH:10]([NH:13][C:14]([O:15][C:16]([CH3:17])([CH3:18])[CH3:19])=[O:20])[CH2:11][CH2:12]1.[OH2:23]>>[CH3:2][C:7]1([OH:6])[CH2:8][CH2:9][CH:10]([NH:13][C:14]([O:15][C:16]([CH3:17])([CH3:18])[CH3:19])=[O:20])[CH2:11][CH2:12]1. The reactants are NC1=NC2=C(C(=CC=C2C=N1)OC)C(C)C (2-amino-7-methoxy-8-(2-propyl)quinazoline), N(=O)[O-].[Na+] (sodium nitrite), N (ammonia). Run in F[B-](F)(F)F.[H+] (tetrafluoroboric acid). Run at temperature 0 celsius, time 18 hour. Yields the product C(C)(C)C=1C(=CC=C2C=NC(NC12)=O)OC (8-Isopropyl-7-methoxy-1H-quinazolin-2-one). The yield is 91.9%. As a reaction SMILES: N[C:2]1[N:11]=[CH:10][C:9]2[C:4](=[C:5]([CH:14]([CH3:16])[CH3:15])[C:6]([O:12][CH3:13])=[CH:7][CH:8]=2)[N:3]=1.N([O-])=[O:18].[Na+].N>F[B-](F)(F)F.[H+]>[CH:14]([C:5]1[C:6]([O:12][CH3:13])=[CH:7][CH:8]=[C:9]2[C:4]=1[NH:3][C:2](=[O:18])[N:11]=[CH:10]2)([CH3:16])[CH3:15] |f:1.2,4.5|. Reported procedure: To a solution of 2-amino-7-methoxy-8-(2-propyl)quinazoline (1.3 g) in tetrafluoroboric acid (50 mL), sodium nitrite solution (2.6 g in 10 mL of water) was added dropwise at 0° C. The reaction mixture was stirred at 0° C. for 1 hour and at room temperature for 18 hours. The reaction mixture was cooled in an ice bath and neutralized with 30% ammonia solution. The product was extracted with ethyl acetate (3×50 mL), combined organic extract was washed with brine and dried over anhydrous sodium sulfa... Reactants: O.NN (hydrazine hydrate), C1(=CC=CS1)C(=O)CCCC(=O)O (4-(2-thenoyl)butyric acid), [OH-].[K+] (potassium hydroxide). Solvent: C(COCCO)O (diethylene glycol). Conditions: temperature 120 celsius. Product: S1C(=CC=C1)CCCCC(=O)O (5-(2-thienyl)pentanoic acid). RXN SMILES: [C:1]1([C:6]([CH2:8][CH2:9][CH2:10][C:11]([OH:13])=[O:12])=O)[S:5][CH:4]=[CH:3][CH:2]=1.O.NN.[OH-].[K+]>C(O)COCCO>[S:5]1[CH:4]=[CH:3][CH:2]=[C:1]1[CH2:6][CH2:8][CH2:9][CH2:10][C:11]([OH:13])=[O:12] |f:1.2,3.4|. Procedure: 4-(2-thenoyl)butyric acid (9.2 g) was dissolved in 60 ml of diethylene glycol and 30 ml of hydrazine hydrate added. After heating the mixture to 120° C. gradual addition of potassium hydroxide (13.6 g) was begun. Low boiling components were distilled out of the reaction mixture until the reaction mixture temperature reached 210° C. After cooling to room temperature water was added to the reaction mixture followed by 6N hydrochloric acid. This mixture was extracted with benzene, the benzene dried...